describe an organic reaction: reactants, conditions, products, and yield From a dataset of the Open Reaction Database (ORD), a public repository of structured organic reaction records. Starting materials: C([O-])([O-])=O.[K+].[K+] (potassium carbonate), N1C=NC=C1 (Imidazol), C(C)(C)(C)OC(=O)[C@]1([C@](C1)(C1=CC=CC=C1)CO)C(=O)[O-].[Na+] (sodium (1R*,2S*)-1-t-butoxycarbonyl-2-hydroxymethyl-2-phenyl-cyclopropanecarboxylate), [Si](C)(C)(C(C)(C)C)Cl (t-butyldimethylsilyl chloride). The solvent is CO (methanol), O (water), CN(C=O)C (N,N-dimethylformamide), C1(=CC=CC=C1)C (toluene). Conditions: time 12 hour. The product is C(C)(C)(C)OC(=O)[C@]1([C@](C1)(C1=CC=CC=C1)CO[Si](C)(C)C(C)(C)C)C(=O)O ((1R*,2S*)-2-(t-butyldimethylsilanyloxymethyl)-2-phenyl-cyclopropane-1,1-dicarboxylic acid mono-t-butyl ester). Yield: 98.4%. Reaction SMILES: N1C=CN=C1.[C:6]([O:10][C:11]([C@:13]1([C:24]([O-:26])=[O:25])[CH2:15][C@:14]1([CH2:22][OH:23])[C:16]1[CH:21]=[CH:20][CH:19]=[CH:18][CH:17]=1)=[O:12])([CH3:9])([CH3:8])[CH3:7].[Na+].[Si:28](Cl)([C:31]([CH3:34])([CH3:33])[CH3:32])([CH3:30])[CH3:29].C(=O)([O-])[O-].[K+].[K+]>CN(C)C=O.C1(C)C=CC=CC=1.CO.O>[C:6]([O:10][C:11]([C@:13]1([C:24]([OH:26])=[O:25])[CH2:15][C@:14]1([CH2:22][O:23][Si:28]([C:31]([CH3:34])([CH3:33])[CH3:32])([CH3:30])[CH3:29])[C:16]1[CH:21]=[CH:20][CH:19]=[CH:18][CH:17]=1)=[O:12])([CH3:9])([CH3:7])[CH3:8] |f:1.2,4.5.6|. Procedure: Imidazol (18 g, 0.27 mol) was added to a suspension of sodium (1R*,2S*)-1-t-butoxycarbonyl-2-hydroxymethyl-2-phenyl-cyclopropanecarboxylate (38 g, 0.11 mol) obtained in the above-mentioned Example a) in N,N-dimethylformamide (190 mL) under argon atmosphere at 0° C., and t-butyldimethylsilyl chloride (35 g, 0.24 mol) was further added in 2 portions. After warming to room temperature, the mixture was stirred for 12 hours. Then water (76 mL) and methanol (76 mL) were added to the mixture at 0° C., ... Reactants: NC1=NC=NC2=CC(=C(C=C12)C)C (4-amino-6,7-dimethylquinazoline), C(C)OC=C(C(=O)OCC)C(=O)OCC (diethyl ethoxymethylenepropanedioate), O (water). The solvent is CO.C(Cl)(Cl)Cl (methanol chloroform), CN(C=O)C (N,N-dimethylformamide). Reaction conditions: temperature 110 celsius, time 4 hour. Product: CC=1C(=CC=2C=3N(C=NC2C1)C(C(=CN3)C(=O)OCC)=O)C (ethyl 9,10-dimethyl-4-oxo-4H-pyrimido[1,2-c]quinazoline-3-carboxylate). Yield: 18.4%. Reaction SMILES: [NH2:1][C:2]1[C:11]2[C:6](=[CH:7][C:8]([CH3:13])=[C:9]([CH3:12])[CH:10]=2)[N:5]=[CH:4][N:3]=1.C([O:16][CH:17]=[C:18]([C:24](OCC)=O)[C:19]([O:21][CH2:22][CH3:23])=[O:20])C.O>CN(C)C=O.CO.C(Cl)(Cl)Cl>[CH3:13][C:8]1[C:9]([CH3:12])=[CH:10][C:11]2[C:2]3[N:3]([C:17](=[O:16])[C:18]([C:19]([O:21][CH2:22][CH3:23])=[O:20])=[CH:24][N:1]=3)[CH:4]=[N:5][C:6]=2[CH:7]=1 |f:4.5|. Procedure: A mixture of 4-amino-6,7-dimethylquinazoline (11.3 g) and diethyl ethoxymethylenepropanedioate (15.55 g) in N,N-dimethylformamide (45 ml) was stirred for 4 hours at 110° C. After the reaction mixture was cooled to ambient temperature, to the mixture was added water to give crystals, which were separated by filtration, washed with water and dried under reduced pressure to give crude crystals (18.5 g). The crude crustals were dissolved in 1% methanol-chloroform solution (500 ml) and concentrated u... The reactants are [OH-].[Na+] (sodium hydroxide), C(C)(=O)N1C=2C(C(NC3=C1C=CC=C3)=O)=CSC2 (4-acetyl-4,9-dihydro-10H-thieno[3,4-b][1,5]benzodiazepin-10-one), O1CCCC1 (tetrahydrofuran), O1CCCC1 (tetrahydrofuran), [H-].[Al+3].[Li+].[H-].[H-].[H-] (lithium aluminum hydride). The product is C(C)N1C=2C(CNC3=C1C=CC=C3)=CSC2 (9,10-Dihydro-4-ethyl-4H-thieno[3,4-b][1,5]benzodiazepine). RXN SMILES: [C:1]([N:4]1[C:10]2[CH:11]=[CH:12][CH:13]=[CH:14][C:9]=2[NH:8][C:7](=O)[C:6]2=[CH:16][S:17][CH:18]=[C:5]12)(=O)[CH3:2].O1CCCC1.[H-].[Al+3].[Li+].[H-].[H-].[H-].[OH-].[Na+]>O>[CH2:1]([N:4]1[C:10]2[CH:11]=[CH:12][CH:13]=[CH:14][C:9]=2[NH:8][CH2:7][C:6]2=[CH:16][S:17][CH:18]=[C:5]12)[CH3:2] |f:2.3.4.5.6.7,8.9|. Reported procedure: A reaction mixture comprising 5 g. of 4-acetyl-4,9-dihydro-10H-thieno[3,4-b][1,5]benzodiazepin-10-one in 225 ml. of dried tetrahydrofuran and 6.4 g. of lithium aluminum hydride in 150 ml. of dried tetrahydrofuran under nitrogen is stirred with heating to reflux overnight. A 6.5 ml. portion of water is added cautiously with stirring and cooling followed by 6.5 ml. of 15% sodium hydroxide and 19 ml. of water. The complex is filtered and washed thoroughly with ether. The combined filtrate and washi... Solvent: O (water), O (water). The reactants are CCCCC (pentane), ( s ), ( s ), C(Cl)(Cl)(Cl)Cl (CCl4), O(S(=O)(=O)C(F)(F)F)C1[C@@H](O)[C@@H](O)[C@H](O)[C@H](O1)CO (mannosyl triflate), ( s ), C9H10, ( m ), ( s ), ( m ), ( s ), ( 68 ), ( s ), ( m ), ( s ). Yields the product CC1=CC=C(C=C)C=C1 (4-Methylstyrene). As a reaction SMILES: [CH3:1][CH2:2][CH2:3][CH2:4][CH3:5].O([CH:14]1O[C@H](CO)[C@@H](O)[C@H:17](O)[C@@H:15]1O)S(C(F)(F)F)(=O)=O.[C:25](Cl)(Cl)(Cl)Cl>>[CH3:25][C:3]1[CH:4]=[CH:5][C:17]([CH:15]=[CH2:14])=[CH:1][CH:2]=1. Procedure: TLC Rf=0.70 (pentane); IR (CCl4) 3089 (m), 3048 (m), 3009 (s), 2962 (s), 2962 (s), 2926 (s), 2855 (s), 1628 (m), 1570 (s), 1513 (s); 1H NMR (200 MHz, CDCl3) δ2.32 (s, 3H), 2.59 (d, J=10.9, 1H), 2.56 (d, J=17.6, 1H), 6.67 (dd, J=17.5, 10.9, 1H), 7.12 (d, J=8.0, 2H), 7.29 (d, J=8.1, 2H); 13C NMR (CDCl3) δ21.2, 112.8, 126.1, 129.2, 134.8, 136.7, 137.6; LRMS (EI) 119((M+1), 11), 118 ((M+), 100), 117 (68), 91 (42); HRMS (EI) calculated for C9H10 118.0783 (M+), found 118.0777. The IR and 1H NMR matche... Starting materials: [BH4-].[Na+] (sodium borohydride), BrC1=CC=C(O[C@H](C(=O)OC)C(C)C)C=C1 ((2S)-2-(4-bromophenoxy)-3-methylbutanoic acid, methyl ester). RXN SMILES: [BH4-].[Na+].[Br:3][C:4]1[CH:18]=[CH:17][C:7]([O:8][C@@H:9]([CH:14]([CH3:16])[CH3:15])[C:10](OC)=[O:11])=[CH:6][CH:5]=1>C(O)C>[Br:3][C:4]1[CH:18]=[CH:17][C:7]([O:8][C@@H:9]([CH:14]([CH3:16])[CH3:15])[CH2:10][OH:11])=[CH:6][CH:5]=1 |f:0.1|. Procedure: Solid sodium borohydride (11.8 g) was added with cooling in three portions over 3 days to a stirred solution of (2S)-2-(4-bromophenoxy)-3-methylbutanoic acid, methyl ester (27.7 g) in ethanol (400 ml). The reaction was concentrated under reduced pressure and the residue partitioned between 2M hydrochloric acid (400 ml) and ether. The organic layer was dried over anhydrous magnesium sulfate filtered and concentrated under reduced pressure. The residue was purified by column chromatography over si... Yields the product BrC1=CC=C(O[C@H](CO)C(C)C)C=C1 ((2S)-2-(4-Bromophenoxy)-3-methyl-1-butanol). Solvent: C(C)O (ethanol). The yield is 54.8%. Starting materials: ClC1=C(OCCOC2=CC=C(C=C2)CC(CNC(OC(C)(C)C)=O)C2=C(C=C(C=C2)B2OC(C(O2)(C)C)(C)C)C)C(=CC(=C1)C)Cl (tert-butyl {3-{4-[2-(2,6-dichloro-4-methylphenoxy)ethoxy]phenyl}-2-[2-methyl-4-(4,4,5,5-tetramethyl-1,3,2-dioxaborolan-2-yl)phenyl]propyl}carbamate), BrC1=C(C=CC=C1)CCO (2-(2-bromophenyl)ethanol). Product: ClC1=C(OCCOC2=CC=C(C=C2)CC(CNC(OC(C)(C)C)=O)C2=C(C=C(C=C2)C2=C(C=CC=C2)CCO)C)C(=CC(=C1)C)Cl (tert-butyl {3-{4-[2-(2,6-dichloro-4-methylphenoxy)ethoxy]phenyl}-2-[2′-(2-hydroxyethyl)-3-methylbiphenyl-4-yl]propyl}carbamate). As a reaction SMILES: [Cl:1][C:2]1[CH:44]=[C:43]([CH3:45])[CH:42]=[C:41]([Cl:46])[C:3]=1[O:4][CH2:5][CH2:6][O:7][C:8]1[CH:13]=[CH:12][C:11]([CH2:14][CH:15]([C:25]2[CH:30]=[CH:29][C:28](B3OC(C)(C)C(C)(C)O3)=[CH:27][C:26]=2[CH3:40])[CH2:16][NH:17][C:18](=[O:24])[O:19][C:20]([CH3:23])([CH3:22])[CH3:21])=[CH:10][CH:9]=1.Br[C:48]1[CH:53]=[CH:52][CH:51]=[CH:50][C:49]=1[CH2:54][CH2:55][OH:56]>>[Cl:46][C:41]1[CH:42]=[C:43]([CH3:45])[CH:44]=[C:2]([Cl:1])[C:3]=1[O:4][CH2:5][CH2:6][O:7][C:8]1[CH:9]=[CH:10][C:11]([CH2:14][CH:15]([C:25]2[CH:30]=[CH:29][C:28]([C:48]3[CH:53]=[CH:52][CH:51]=[CH:50][C:49]=3[CH2:54][CH2:55][OH:56])=[CH:27][C:26]=2[CH3:40])[CH2:16][NH:17][C:18](=[O:24])[O:19][C:20]([CH3:21])([CH3:23])[CH3:22])=[CH:12][CH:13]=1. Procedure details: Prepared according to the procedure described in EXAMPLE 7, step 2 using tert-butyl {3-{4-[2-(2,6-dichloro-4-methylphenoxy)ethoxy]phenyl}-2-[2-methyl-4-(4,4,5,5-tetramethyl-1,3,2-dioxaborolan-2-yl)phenyl]propyl}carbamate from EXAMPLE 9, step 1 and commercially available 2-(2-bromophenyl)ethanol as starting materials. Purification by column chromatography on silica gel (Combi-Flash by ISCO), eluting with Hex/EtOAc (10 to 75% in 30 min) afforded the desired compound as a colorless oil. The reactants are CC(C)(C)OC(=O)N1CCN(c2ccc(C(=O)O)cc2F)CC1, CCN=C=NCCCN(C)C, CC(C)N, CN1CCOCC1, Cl, CN(C)C=O, O, O, On1nnc2ccccc21. Product: CC(C)NC(=O)c1ccc(N2CCN(C(=O)OC(C)(C)C)CC2)c(F)c1. As a reaction SMILES: [C:1]([CH3:2])([CH3:3])([CH3:4])[O:5][C:6](=[O:7])[N:8]1[CH2:9][CH2:10][N:11]([c:14]2[c:15]([F:23])[cH:16][c:17]([C:18](=[O:19])[OH:20])[cH:21][cH:22]2)[CH2:12][CH2:13]1.[CH2:29]([N:30]=[C:31]=[N:32][CH2:33][CH2:34][CH2:35][N:36]([CH3:37])[CH3:38])[CH3:39].[CH3:24][CH:25]([CH3:26])[NH2:27].[CH3:51][N:52]1[CH2:53][CH2:54][O:55][CH2:56][CH2:57]1.[ClH:28].[O:58]=[CH:59][N:60]([CH3:61])[CH3:62].[OH2:40].[OH2:63].[n:41]1([OH:42])[c:43]2[cH:44][cH:45][cH:46][cH:47][c:48]2[n:49][n:50]1>>[C:1]([CH3:2])([CH3:3])([CH3:4])[O:5][C:6](=[O:7])[N:8]1[CH2:9][CH2:10][N:11]([c:14]2[c:15]([F:23])[cH:16][c:17]([C:18](=[O:20])[NH:27][CH:25]([CH3:24])[CH3:26])[cH:21][cH:22]2)[CH2:12][CH2:13]1.